This data is from the Open Reaction Database (ORD), a public repository of structured organic reaction records. The task is: describe an organic reaction: reactants, conditions, products, and yield Starting materials: N1=CNC2=C1C=CC=C2 (Benzimidazole), ClC=1N=C(C2=C(N1)C=C(S2)CN2CC1=CC=CC=C1CC2)N2CCOCC2 (4-(2-chloro-6-((3,4-dihydroisoquinolin-2(1H)-yl)methyl)thieno[3,2-d]pyrimidin-4-yl)morpholine), NC1=C(C=CC=C1)N (1,2-diaminobenzene). Yields the product C1N(CCC2=CC=CC=C12)CC1=CC=2N=C(N=C(C2S1)N1CCOCC1)NC=1C(=CC=CC1)N (N1-(6-((3,4-dihydroisoquinolin-2(1H)-yl)methyl)-4-morpholinothieno[3,2-d]pyrimidin-2-yl)benzene-1,2-diamine). RXN SMILES: [N:1]1[C:5]2[CH:6]=[CH:7][CH:8]=[CH:9][C:4]=2[NH:3][CH:2]=1.ClC1[N:12]=[C:13]([N:31]2[CH2:36][CH2:35][O:34][CH2:33][CH2:32]2)[C:14]2[S:19][C:18]([CH2:20][N:21]3[CH2:30][CH2:29][C:28]4[C:23](=[CH:24][CH:25]=[CH:26][CH:27]=4)[CH2:22]3)=[CH:17][C:15]=2[N:16]=1.NC1C=CC=CC=1N>>[CH2:22]1[C:23]2[C:28](=[CH:27][CH:26]=[CH:25][CH:24]=2)[CH2:29][CH2:30][N:21]1[CH2:20][C:18]1[S:19][C:14]2[C:13]([N:31]3[CH2:32][CH2:33][O:34][CH2:35][CH2:36]3)=[N:12][C:2]([NH:3][C:4]3[C:5]([NH2:1])=[CH:6][CH:7]=[CH:8][CH:9]=3)=[N:16][C:15]=2[CH:17]=1. Reported procedure: Following General Procedure J for Multi-Step Benzimidazole Formation by Buchwald coupling, 4-(2-chloro-6-((3,4-dihydroisoquinolin-2(1H)-yl)methyl)thieno[3,2-d]pyrimidin-4-yl)morpholine and 1,2-diaminobenzene were reacted to give N1-(6-((3,4-dihydroisoquinolin-2(1H)-yl)methyl)-4-morpholinothieno[3,2-d]pyrimidin-2-yl)benzene-1,2-diamine which was cyclized with acetic acid to give 204. LCMS m/z: 497.6 (MH+) Isolated yield 0.1%. Procedure details: To a solution of 3-t-butyldiphenylsilyloxy-1-(4-hydroxymethyl-1,3-thiazol-2-yl)azetidine (1.50 g, 3.53 mmol) (obtained as described in Reference Example 2(2)) in tetrahydrofuran (75 ml) were added phthalimide (519 mg, 5.30 mmol), triphenylphosphine (1.39 g, 5.30 mmol) and 40% diethyl azodicarboxylate in toluene solution (2.03 ml, 5.30 mmol) in an ice bath under an atmosphere of nitrogen. The mixture was stirred in an ice bath for 2 hours. After checking the completion of the reaction, the mixtur... As a reaction SMILES: [Si:1]([O:18][CH:19]1[CH2:22][N:21]([C:23]2[S:24][CH:25]=[C:26]([CH2:28]O)[N:27]=2)[CH2:20]1)([C:14]([CH3:17])([CH3:16])[CH3:15])([C:8]1[CH:13]=[CH:12][CH:11]=[CH:10][CH:9]=1)[C:2]1[CH:7]=[CH:6][CH:5]=[CH:4][CH:3]=1.[C:30]1(=[O:40])[NH:34][C:33](=[O:35])[C:32]2=[CH:36][CH:37]=[CH:38][CH:39]=[C:31]12.C1(P(C2C=CC=CC=2)C2C=CC=CC=2)C=CC=CC=1.N(C(OCC)=O)=NC(OCC)=O.C1(C)C=CC=CC=1>O1CCCC1>[Si:1]([O:18][CH:19]1[CH2:20][N:21]([C:23]2[S:24][CH:25]=[C:26]([CH2:28][N:34]3[C:30](=[O:40])[C:31]4=[CH:39][CH:38]=[CH:37][CH:36]=[C:32]4[C:33]3=[O:35])[N:27]=2)[CH2:22]1)([C:14]([CH3:17])([CH3:16])[CH3:15])([C:8]1[CH:9]=[CH:10][CH:11]=[CH:12][CH:13]=1)[C:2]1[CH:7]=[CH:6][CH:5]=[CH:4][CH:3]=1. Reactants: [Si](C1=CC=CC=C1)(C1=CC=CC=C1)(C(C)(C)C)OC1CN(C1)C=1SC=C(N1)CO (3-t-butyldiphenylsilyloxy-1-(4-hydroxymethyl-1,3-thiazol-2-yl)azetidine), N(=NC(=O)OCC)C(=O)OCC (diethyl azodicarboxylate), C1(=CC=CC=C1)C (toluene), C1(C=2C(C(N1)=O)=CC=CC2)=O (phthalimide), C1(=CC=CC=C1)P(C1=CC=CC=C1)C1=CC=CC=C1 (triphenylphosphine). Product: [Si](C1=CC=CC=C1)(C1=CC=CC=C1)(C(C)(C)C)OC1CN(C1)C=1SC=C(N1)CN1C(C=2C(C1=O)=CC=CC2)=O (3-t-butyldiphenylsilyloxy-1-(4-phthalimidomethyl-1,3-thiazol-2-yl)azetidine). Solvent: O1CCCC1 (tetrahydrofuran). Conditions: time 2 hour. Starting materials: CC(C)(C)[O-], O=S(=O)(Cl)c1cccc(C(F)(F)F)c1, [K+], C1CCOC1, O=C1NCCC1(c1ccccc1)c1ccccc1. Product: O=C1N(S(=O)(=O)c2cccc(C(F)(F)F)c2)CCC1(c1ccccc1)c1ccccc1. RXN SMILES: [CH3:19][C:20]([CH3:21])([O-:22])[CH3:23].[F:25][C:26]([c:27]1[cH:28][c:29]([S:33](=[O:34])(=[O:35])[Cl:36])[cH:30][cH:31][cH:32]1)([F:37])[F:38].[K+:24].[O:39]1[CH2:40][CH2:41][CH2:42][CH2:43]1.[c:1]1([C:7]2([c:13]3[cH:14][cH:15][cH:16][cH:17][cH:18]3)[C:8](=[O:12])[NH:9][CH2:10][CH2:11]2)[cH:2][cH:3][cH:4][cH:5][cH:6]1>>[c:1]1([C:7]2([c:13]3[cH:14][cH:15][cH:16][cH:17][cH:18]3)[C:8](=[O:12])[N:9]([S:33]([c:29]3[cH:28][c:27]([C:26]([F:25])([F:37])[F:38])[cH:32][cH:31][cH:30]3)(=[O:34])=[O:35])[CH2:10][CH2:11]2)[cH:2][cH:3][cH:4][cH:5][cH:6]1.